From a dataset of the Open Reaction Database (ORD), a public repository of structured organic reaction records. describe an organic reaction: reactants, conditions, products, and yield Reactants: [H-].[Na+] (Sodium hydride), C1(=CC=C(C=C1)CO)CO (1,4-benzene dimethanol), ICCCCCCCC (1-iodooctane). Run in C1CCOC1 (THF). Conditions: time 1 hour. The product is C(CCCCCCC)OCC1=CC=C(CO)C=C1 (4-(Octyloxymethyl)benzyl alcohol). Isolated yield 7.8%. As a reaction SMILES: [H-].[Na+].[C:3]1([CH2:11][OH:12])[CH:8]=[CH:7][C:6]([CH2:9][OH:10])=[CH:5][CH:4]=1.I[CH2:14][CH2:15][CH2:16][CH2:17][CH2:18][CH2:19][CH2:20][CH3:21]>C1COCC1>[CH2:14]([O:10][CH2:9][C:6]1[CH:7]=[CH:8][C:3]([CH2:11][OH:12])=[CH:4][CH:5]=1)[CH2:15][CH2:16][CH2:17][CH2:18][CH2:19][CH2:20][CH3:21] |f:0.1|. Procedure details: Sodium hydride (0.17 g, 7.20 mmol) was added to a solution of 1,4-benzene dimethanol (1.00 g, 7.20 mmol) in THF at 0° C. The reaction was stirred for 1 h. 1-iodooctane (1.73 g; 7.20 mmol) was added and the reaction mixture was warmed to rt for 4 h and then heated at 50° C. for 2 days. The reaction was cooled and filtered. Silica gel chromatography eluting with 15% ethyl acetate/hexane gave 0.14 g of product: 1H NMR (500 MHz) δ 7.34-7.40 (m, 4H), 4.68-4.72 (m, 2H, 4.51 (s, 2H), 3.46-3.50 (m, 2H),... Reactants: COC1=CC2=C(NC(N(CC2)C2CCN(CC2)C2=CC(=NC=C2)C(=O)O)=O)C=C1 (4-(7-methoxy-2-oxo-1,2,4,5-tetrahydro-benzo[d][1,3]diazepin-3-yl)-3,4,5,6-tetrahydro-2H-[1,4′]bipyridinyl-2′-carboxylic acid), CN(C)C(=[N+](C)C)ON1C2=C(C=CC=C2)N=N1.[B-](F)(F)(F)F (TBTU), N1CC2CC(NC=3C=CC=C1C23)=O (1,2,2a,5-tetrahydro-3H-pyrrolo[4,3,2-de]quinolin-4-one), TEA. Run in CN(C)C=O (DMF). Product: COC1=CC2=C(NC(N(CC2)C2CCN(CC2)C2=CC(=NC=C2)C(=O)N2CC3CC(NC=4C=CC=C2C34)=O)=O)C=C1 (1-[4-(7-methoxy-2-oxo-1,2,4,5-tetrahydro-benzo[d][1,3]diazepin-3-yl)-3,4,5,6-tetrahydro-2H-[1,4′]bipyridinyl-2′-carbonyl]-1,2,2a,5-tetrahydro-3H-pyrrolo[4,3,2-de]quinolin-4-one). Reported procedure: 67 mg (0.17 mmol) 4-(7-methoxy-2-oxo-1,2,4,5-tetrahydro-benzo[d][1,3]diazepin-3-yl)-3,4,5,6-tetrahydro-2H-[1,4′]bipyridinyl-2′-carboxylic acid and 30 mg (0.17 mmol) 1,2,2a,5-tetrahydro-3H-pyrrolo[4,3,2-de]quinolin-4-one in 56 μL (0.40 mmol) TEA and 1.8 mL DMF were combined with 58 mg (0.18 mmol) TBTU and stirred overnight at RT. Then the reaction mixture was purified by preparative HPLC-MS. The product-containing fractions were combined and freeze-dried. Reaction SMILES: [CH3:1][O:2][C:3]1[CH:29]=[CH:28][C:6]2[NH:7][C:8](=[O:27])[N:9]([CH:12]3[CH2:17][CH2:16][N:15]([C:18]4[CH:23]=[CH:22][N:21]=[C:20]([C:24]([OH:26])=O)[CH:19]=4)[CH2:14][CH2:13]3)[CH2:10][CH2:11][C:5]=2[CH:4]=1.[NH:30]1[C:40]2[C:41]3[CH:32]([CH2:33][C:34](=[O:42])[NH:35][C:36]=3[CH:37]=[CH:38][CH:39]=2)[CH2:31]1.CN(C(ON1N=NC2C=CC=CC1=2)=[N+](C)C)C.[B-](F)(F)(F)F>CN(C=O)C>[CH3:1][O:2][C:3]1[CH:29]=[CH:28][C:6]2[NH:7][C:8](=[O:27])[N:9]([CH:12]3[CH2:17][CH2:16][N:15]([C:18]4[CH:23]=[CH:22][N:21]=[C:20]([C:24]([N:30]5[C:40]6[C:41]7[CH:32]([CH2:33][C:34](=[O:42])[NH:35][C:36]=7[CH:37]=[CH:38][CH:39]=6)[CH2:31]5)=[O:26])[CH:19]=4)[CH2:14][CH2:13]3)[CH2:10][CH2:11][C:5]=2[CH:4]=1 |f:2.3|. Run at time 8 hour. As a reaction SMILES: [CH2:2]([N:4]=[C:3]=[N:5][CH2:6][CH2:7][CH2:8][N:9]([CH3:10])[CH3:11])[CH3:12].[CH3:14][O:15][c:16]1[cH:17][c:18]2[c:23]([c:24]3[c:25]1[O:26][C:27]([CH3:29])([CH3:30])[CH2:28]3)[C:22]([c:31]1[cH:32][c:33]([C:34](=[O:35])[NH:36][CH2:37][C:38](=[O:39])[OH:40])[cH:41][cH:42][cH:43]1)=[N:21][C:20]([CH3:44])([CH3:45])[CH2:19]2.[CH3:58][N:59]([CH3:60])[CH:61]=[O:62].[ClH:13].[ClH:1].[NH3:57].[OH2:46].[OH2:63].[OH:47][n:48]1[c:49]2[cH:50][cH:51][cH:52][cH:53][c:54]2[n:55][n:56]1>>[NH2:4][C:38]([CH2:37][NH:36][C:34]([c:33]1[cH:32][c:31]([C:22]2=[N:21][C:20]([CH3:44])([CH3:45])[CH2:19][c:18]3[cH:17][c:16]([O:15][CH3:14])[c:25]4[c:24]([c:23]32)[CH2:28][C:27]([CH3:29])([CH3:30])[O:26]4)[cH:43][cH:42][cH:41]1)=[O:35])=[O:39]. Product: COc1cc2c(c3c1OC(C)(C)C3)C(c1cccc(C(=O)NCC(N)=O)c1)=NC(C)(C)C2. Starting materials: CCN=C=NCCCN(C)C, COc1cc2c(c3c1OC(C)(C)C3)C(c1cccc(C(=O)NCC(=O)O)c1)=NC(C)(C)C2, CN(C)C=O, Cl, Cl, N, O, O, On1nnc2ccccc21. Reactants: FC=1C(=C2C=3N(C(CO2)C)C=C(C(C3C1)=O)C(=O)O)F (9,10-difluoro-2,3-dihydro-3-methyl-7-oxo-7H-pyrido[1,2,3-de]-1,4-benzoxazine-6-carboxylic acid), CNCC1CNCC1 (N-methyl-3-pyrrolidinemethanamine). Run in C(C)#N (acetonitrile). Product: FC=1C(=C2C=3N(C(CO2)C)C=C(C(C3C1)=O)C(=O)O)N1CC(CC1)CNC (9-fluoro-2,3-dihydro3-methyl-10-[3-[(methylamino)methyl]-1-pyrrolidinyl]-7-oxo-7H-pyrido[1,2,3-de]-1,4-benzoxazine-6-carboxylic acid). Isolated yield 226.4%. RXN SMILES: [F:1][C:2]1[C:3](F)=[C:4]2[O:9][CH2:8][CH:7]([CH3:10])[N:6]3[CH:11]=[C:12]([C:17]([OH:19])=[O:18])[C:13](=[O:16])[C:14]([CH:15]=1)=[C:5]23.[CH3:21][NH:22][CH2:23][CH:24]1[CH2:28][CH2:27][NH:26][CH2:25]1>C(#N)C>[F:1][C:2]1[C:3]([N:26]2[CH2:27][CH2:28][CH:24]([CH2:23][NH:22][CH3:21])[CH2:25]2)=[C:4]2[O:9][CH2:8][CH:7]([CH3:10])[N:6]3[CH:11]=[C:12]([C:17]([OH:19])=[O:18])[C:13](=[O:16])[C:14]([CH:15]=1)=[C:5]23. Reported procedure: 0.75 g (2.7 mmole) of 9,10-difluoro-2,3-dihydro-3-methyl-7-oxo-7H-pyrido[1,2,3-de]-1,4-benzoxazine-6-carboxylic acid, 40 ml acetonitrile, and 0.91 g (0.80 mmole) of N-methyl-3-pyrrolidinemethanamine were refluxed overnight. The solvent was removed at reduced pressure and the residue tititrated with 40 ml of methanol. The precipitate was filtered, washed repeatedly with 95% ethanol and finally with ether until dry to give 0.68 g of 9-fluoro-2,3-dihydro3-methyl-10-[3-[(methylamino)methyl]-1-pyrrol... Reactants: C(C)(=O)OCC1CCC(OC1)N1C(=O)NC(=O)C(C)=C1 (1-(5-Acetoxymethyltetrahydropyran-2-yl)thymine). The solvent is N (ammonia), CO (methanol). Run at time 8 hour. The product is OCC1CCC(OC1)N1C(=O)NC(=O)C(C)=C1 (1-(5-hydroxymethyltetrahydropyran-2-yl)thymine). The yield is 53.7%. Reaction SMILES: C([O:4][CH2:5][CH:6]1[CH2:11][O:10][CH:9]([N:12]2[CH:20]=[C:18]([CH3:19])[C:16](=[O:17])[NH:15][C:13]2=[O:14])[CH2:8][CH2:7]1)(=O)C>N.CO>[OH:4][CH2:5][CH:6]1[CH2:11][O:10][CH:9]([N:12]2[CH:20]=[C:18]([CH3:19])[C:16](=[O:17])[NH:15][C:13]2=[O:14])[CH2:8][CH2:7]1. Procedure details: 1-(5-Acetoxymethyltetrahydropyran-2-yl)thymine (0.07 g) was dissolved in a saturated ammonia solution in methanol, and the mixture stirred overnight. After removing the solvent by evaporation under reduced pressure from the mixture, the residue was purified on a silica gel column (eluent: chloroform/methanol=15/1) to obtain the desired product (0.032 g, 52%) as white solid. Starting materials: CNC, CCO, Cl, O=C1c2ccccc2C(=O)N1CCSCCc1ccco1. The product is CN(C)Cc1ccc(CCSCCN2C(=O)c3ccccc3C2=O)o1. As a reaction SMILES: [CH3:23][NH:24][CH3:25].[CH3:26][CH2:27][OH:28].[ClH:22].[o:1]1[c:2]([CH2:6][CH2:7][S:8][CH2:9][CH2:10][N:11]2[C:12](=[O:21])[c:13]3[cH:14][cH:15][cH:16][cH:17][c:18]3[C:19]2=[O:20])[cH:3][cH:4][cH:5]1>>[o:1]1[c:2]([CH2:6][CH2:7][S:8][CH2:9][CH2:10][N:11]2[C:12](=[O:21])[c:13]3[cH:14][cH:15][cH:16][cH:17][c:18]3[C:19]2=[O:20])[cH:3][cH:4][c:5]1[CH2:26][N:24]([CH3:23])[CH3:25].